This data is from the Open Reaction Database (ORD), a public repository of structured organic reaction records. The task is: describe an organic reaction: reactants, conditions, products, and yield The reactants are CCOC(=O)C (EtOAc), C[Si](C)(C)C#N (Trimethylsilylcyanid), ClC1=CC(=NC=C1CCl)C(F)(F)F (4-chloro-5-(chloromethyl)-2-(trifluoromethyl)pyridine), [F-].C(CCC)[N+](CCCC)(CCCC)CCCC (Tetra-n-butylammoniumfluoride). Solvent: C(C)#N (acetonitrile), petroleum ether. Run at temperature 25 celsius, time 2 hour. Product: ClC1=C(C=NC(=C1)C(F)(F)F)CC#N ([4-chloro-6-(trifluoromethyl)pyridin-3-yl]acetonitrile). Isolated yield 65.1%. RXN SMILES: C[Si]([C:5]#[N:6])(C)C.[Cl:7][C:8]1[C:13]([CH2:14]Cl)=[CH:12][N:11]=[C:10]([C:16]([F:19])([F:18])[F:17])[CH:9]=1.[F-].C([N+](CCCC)(CCCC)CCCC)CCC.CCOC(C)=O>C(#N)C>[Cl:7][C:8]1[CH:9]=[C:10]([C:16]([F:19])([F:17])[F:18])[N:11]=[CH:12][C:13]=1[CH2:14][C:5]#[N:6] |f:2.3|. Procedure: Trimethylsilylcyanid (TMSCN) (69.3 g, 0.7 mol) was added to a solution of 4-chloro-5-(chloromethyl)-2-(trifluoromethyl)pyridine (Int-13) (80 g, 0.348 mol) and Tetra-n-butylammoniumfluoride (129.5 g, 0.7 mol) in acetonitrile (1.5 L) slowly. Then the mixture was stirred at 20-30° C. for 2 hours. Thin layer chromatography (petroleum ether: EtOAc=3:1) showed all of starting material was consumed. The mixture was concentrated and the residue was purified by silica gel chromatography eluted with petro... Starting materials: ClC1=CC=C(OCC2(OC2)C(C)(C)C)C=C1 (2-(4-chlorophenoxy-methyl)-2-tert.-butyl-oxirane), N1N=CN=C1 (1,2,4-triazole), C(C)(=O)OCC (ethyl acetate). Run in C(C)O (ethanol). The product is ClC1=CC=C(OCC(CN2N=CN=C2)(C(C)(C)C)O)C=C1 (2-(4-chlorophenoxy-methyl)-3,3-dimethyl-1-(1,2,4-triazol-1yl)butan-2-ol). Yield: 64.8%. Reaction SMILES: [Cl:1][C:2]1[CH:16]=[CH:15][C:5]([O:6][CH2:7][C:8]2([C:11]([CH3:14])([CH3:13])[CH3:12])[CH2:10][O:9]2)=[CH:4][CH:3]=1.[NH:17]1[CH:21]=[N:20][CH:19]=[N:18]1.C(OCC)(=O)C>C(O)C>[Cl:1][C:2]1[CH:16]=[CH:15][C:5]([O:6][CH2:7][C:8]([OH:9])([C:11]([CH3:14])([CH3:13])[CH3:12])[CH2:10][N:17]2[CH:21]=[N:20][CH:19]=[N:18]2)=[CH:4][CH:3]=1. Procedure: 72.15 g (0.3 mole) of 2-(4-chlorophenoxy-methyl)-2-tert.-butyl-oxirane and 24.15 g (0.35 mole) of 1,2,4-triazole were heated under reflux in 120 ml of ethanol for 48 hours. The mixture was then concentrated, the residue was taken up in 200 ml of ethyl acetate and the ethyl acetate mixture was heated. It was then cooled in an ice bath and the solid was filtered off and rinsed with ethyl acetate. The filtrate was concentrated, the residue was dissolved in ether/hexane and the solution was gassed w... Starting materials: S(=O)(Cl)Cl (thionyl chloride), ClC1=C(C(=O)OC)C=CC(=C1C(=O)O)S(=O)(=O)C (methyl 2-chloro-3-hydroxycarbonyl-4-methylsulfonylbenzoate). Reagents/catalysts: CN(C=O)C (dimethylformamide). The solvent is C1(=CC=CC=C1)C (toluene). Yields the product ClC1=C(C(=O)OC)C=CC(=C1C(=O)Cl)S(=O)(=O)C (methyl 2-chloro-3-chlorocarbonyl-4-methylsulfonylbenzoate). Yield: 94.9%. Reaction SMILES: S(Cl)([Cl:3])=O.[Cl:5][C:6]1[C:15]([C:16](O)=[O:17])=[C:14]([S:19]([CH3:22])(=[O:21])=[O:20])[CH:13]=[CH:12][C:7]=1[C:8]([O:10][CH3:11])=[O:9]>CN(C)C=O.C1(C)C=CC=CC=1>[Cl:5][C:6]1[C:15]([C:16]([Cl:3])=[O:17])=[C:14]([S:19]([CH3:22])(=[O:21])=[O:20])[CH:13]=[CH:12][C:7]=1[C:8]([O:10][CH3:11])=[O:9]. Procedure: Two drops of dimethylformamide and 11.9 g (0.1 mol) of thionyl chloride were added to a solution of 6.0 g (0.021 mol) of methyl 2-chloro-3-hydroxycarbonyl-4-methylsulfonylbenzoate and 50 ml of dry toluene. The solution was refluxed for 4 hours. After the solvent had been removed in vacuo, 6.2 g of methyl 2-chloro-3-chlorocarbonyl-4-methylsulfonylbenzoate were obtained. Product: ClC1=C(C=C(C=C1)NC(C1=CC=C(C=C1)CS(=O)(=O)C)=O)C1=NC=CC=C1 (N-(4-chloro-3-(pyridin-2-yl)phenyl)-4-(methylsulfonylmethyl)benzamide). RXN SMILES: BrCC1C=CC(C(OC)=O)=CC=1.[CH3:13][S:14]([CH2:17][C:18]1[CH:27]=[CH:26][C:21]([C:22]([O:24]C)=O)=[CH:20][CH:19]=1)(=[O:16])=[O:15].[Cl:28][C:29]1[CH:35]=[CH:34][C:32]([NH2:33])=[CH:31][C:30]=1[C:36]1[CH:41]=[CH:40][CH:39]=[CH:38][N:37]=1.CS(CC1C=CC(C(O)=O)=CC=1)(=O)=O>>[Cl:28][C:29]1[CH:35]=[CH:34][C:32]([NH:33][C:22](=[O:24])[C:21]2[CH:20]=[CH:19][C:18]([CH2:17][S:14]([CH3:13])(=[O:15])=[O:16])=[CH:27][CH:26]=2)=[CH:31][C:30]=1[C:36]1[CH:41]=[CH:40][CH:39]=[CH:38][N:37]=1. The reactants are BrCC1=CC=C(C(=O)OC)C=C1 (methyl 4-(bromomethyl)benzoate), CS(=O)(=O)CC1=CC=C(C(=O)O)C=C1 (4-(methylsulfonylmethyl)benzoic acid), crude product, CS(=O)(=O)CC1=CC=C(C(=O)OC)C=C1 (methyl 4-(methylsulfonylmethyl)benzoate), ClC1=C(C=C(N)C=C1)C1=NC=CC=C1 (4-chloro-3-(pyridin-2-yl)aniline). Reported procedure: 1 g of methyl 4-(bromomethyl)benzoate was reacted via Procedure O. 2.77 g of methyl 4-(methylsulfonylmethyl)benzoate was hydrolyzed via Procedure M. 1 g of 4-chloro-3-(pyridin-2-yl)aniline was coupled to 1.15 g of 4-(methylsulfonylmethyl)benzoic acid via Procedure G. The crude product was subjected to basic workup and recrystallized with 1:1 Ratio of Isopropylacetate and Ether to yield N-(4-chloro-3-(pyridin-2-yl)phenyl)-4-(methylsulfonylmethyl)benzamide. MS (Q1) 401 (M)+. Starting materials: CC(C)(C)OC(=O)COc1cc2c(=O)ccn3c4cc(Br)ccc4c(c1)c23, Br, CC(=O)O, O. Yields the product O=C(O)COc1cc2c(=O)ccn3c4cc(Br)ccc4c(c1)c23. Reaction SMILES: [Br:1][c:2]1[cH:3][c:4]2[n:5]3[c:6]4[c:7]([cH:8][c:9]([O:15][CH2:16][C:17](=[O:18])[O:19][C:20]([CH3:21])([CH3:22])[CH3:23])[cH:10][c:11]4[c:12]2[cH:13][cH:14]1)[c:24](=[O:27])[cH:25][cH:26]3.[BrH:33].[CH3:29][C:30](=[O:31])[OH:32].[OH2:28]>>[Br:1][c:2]1[cH:3][c:4]2[n:5]3[c:6]4[c:7]([cH:8][c:9]([O:15][CH2:16][C:17](=[O:18])[OH:19])[cH:10][c:11]4[c:12]2[cH:13][cH:14]1)[c:24](=[O:27])[cH:25][cH:26]3. RXN SMILES: [CH3:20][I:21].[CH3:23][O:24][CH2:25][CH2:26][O:27][CH3:28].[F:1][c:2]1[cH:3][c:4]2[c:5]([cH:16][cH:17]1)[C:6]1([CH3:15])[CH2:7][CH2:8][C:9](=[O:14])[NH:10][C:11]1=[CH:12][CH2:13]2.[H-:19].[Na+:18].[OH2:22]>>[F:1][c:2]1[cH:3][c:4]2[c:5]([cH:16][cH:17]1)[C:6]1([CH3:15])[CH2:7][CH2:8][C:9](=[O:14])[N:10]([CH3:20])[C:11]1=[CH:12][CH2:13]2. Product: CN1C(=O)CCC2(C)C1=CCc1cc(F)ccc12. Starting materials: CI, COCCOC, CC12CCC(=O)NC1=CCc1cc(F)ccc12, [H-], [Na+], O. The reactants are ClC1=CC(=C(C=C1)C#C)C1CCCCC1 (4-Chloro-2-cyclohexyl-1-ethynylbenzene), BrC1=CC=C(C=C1)CCCCCC (1-bromo-4-hexylbenzene), C([O-])([O-])=O.[Cs+].[Cs+] (caesium carbonate), C1(CCCCC1)P(C1=C(C=CC=C1)C1=C(C=C(C=C1C(C)C)C(C)C)C(C)C)C1CCCCC1 (2-dicyclohexylphosphino-2′,4′,6′-triisopropylbiphenyl). Reagents/catalysts: CC#N.CC#N.Cl[Pd]Cl (bis(acetonitrile)palladium(II) chloride). Run in O (water), O1CCOCC1 (dioxane). Conditions: temperature 100 celsius. Product: ClC1=CC(=C(C=C1)C#CC1=CC=C(C=C1)C)C1CCCCC1 (4-Chloro-2-cyclohexyl-1-p-tolylethynylbenzene). Reaction SMILES: [Cl:1][C:2]1[CH:7]=[CH:6][C:5]([C:8]#[CH:9])=[C:4]([CH:10]2[CH2:15][CH2:14][CH2:13][CH2:12][CH2:11]2)[CH:3]=1.Br[C:17]1[CH:22]=[CH:21][C:20]([CH2:23]CCCCC)=[CH:19][CH:18]=1.C(=O)([O-])[O-].[Cs+].[Cs+].C1(P(C2CCCCC2)C2C=CC=CC=2C2C(C(C)C)=CC(C(C)C)=CC=2C(C)C)CCCCC1>O1CCOCC1.CC#N.CC#N.Cl[Pd]Cl.O>[Cl:1][C:2]1[CH:7]=[CH:6][C:5]([C:8]#[C:9][C:17]2[CH:22]=[CH:21][C:20]([CH3:23])=[CH:19][CH:18]=2)=[C:4]([CH:10]2[CH2:15][CH2:14][CH2:13][CH2:12][CH2:11]2)[CH:3]=1 |f:2.3.4,7.8.9|. Reported procedure: 6.6 g (30.17 mmol) of 9, 7.28 g (30.17 mmol) of 1-bromo-4-hexylbenzene, 21.63 g (66.39 mmol) of caesium carbonate, 78 mg (0.3 mmol) of bis(acetonitrile)palladium(II) chloride and 431 mg (0.9 mmol) of 2-dicyclohexylphosphino-2′,4′,6′-triisopropylbiphenyl are dissolved in 90 ml of dioxane under nitrogen and heated at 100° C. overnight. 100 ml of water are added to the cooled solution, and the mixture is extracted twice with methyl t-butyl ether (100 ml). The combined organic phases are washed with... Reactants: C[Si](CCOCN(C1=C2C(=NC=3N1N=CC3C=3C=NC1=CC=C(C=C1C3)F)N(C=C2C)C2CCN(CC2)C(=O)OC(C)(C)C)COCC[Si](C)(C)C)(C)C (tert-butyl 4-(8-(bis((2-(trimethylsilyl)ethoxy)methyl)amino)-3-(6-fluoroquinolin-3-yl)-7-methyl-5H-pyrazolo[1,5-a]pyrrolo[2,3-d]pyrimidin-5-yl)piperidine-1-carboxylate), C(=O)(C(F)(F)F)O.O (TFA H2O). Conditions: time 30 minute. Product: FC=1C=C2C=C(C=NC2=CC1)C=1C=NN2C1N=C1C(=C2N)C(=CN1C1CCNCC1)C (3-(6-fluoroquinolin-3-yl)-7-methyl-5-(piperidin-4-yl)-5H-pyrazolo[1,5-a]pyrrolo[2,3-d]pyrimidin-8-amine). Reaction SMILES: C[Si](C)(C)CCOC[N:7](COCC[Si](C)(C)C)[C:8]1[N:13]2[N:14]=[CH:15][C:16]([C:17]3[CH:18]=[N:19][C:20]4[C:25]([CH:26]=3)=[CH:24][C:23]([F:27])=[CH:22][CH:21]=4)=[C:12]2[N:11]=[C:10]2[N:28]([CH:32]3[CH2:37][CH2:36][N:35](C(OC(C)(C)C)=O)[CH2:34][CH2:33]3)[CH:29]=[C:30]([CH3:31])[C:9]=12.C(O)(C(F)(F)F)=O.O>>[F:27][C:23]1[CH:24]=[C:25]2[C:20](=[CH:21][CH:22]=1)[N:19]=[CH:18][C:17]([C:16]1[CH:15]=[N:14][N:13]3[C:8]([NH2:7])=[C:9]4[C:30]([CH3:31])=[CH:29][N:28]([CH:32]5[CH2:37][CH2:36][NH:35][CH2:34][CH2:33]5)[C:10]4=[N:11][C:12]=13)=[CH:26]2 |f:1.2|. Reported procedure: At 0° C., tert-butyl 4-(8-(bis((2-(trimethylsilyl)ethoxy)methyl)amino)-3-(6-fluoroquinolin-3-yl)-7-methyl-5H-pyrazolo[1,5-a]pyrrolo[2,3-d]pyrimidin-5-yl)piperidine-1-carboxylate (95 mg, 0.12 mmol) was treated with 80% TFA/H2O (5 mL). After stirring at room temperature for 30 min, concentration afforded crude 3-(6-fluoroquinolin-3-yl)-7-methyl-5-(piperidin-4-yl)-5H-pyrazolo[1,5-a]pyrrolo[2,3-d]pyrimidin-8-amine which was used for next step without further purification. LCMS is =0.69 Min (5 min ru... As a reaction SMILES: Cl[CH2:2][CH2:3][CH2:4][CH2:5][C:6]1[C:14]2[C:9](=[CH:10][CH:11]=[C:12]([C:15]([O:17][CH3:18])=[O:16])[CH:13]=2)[NH:8][CH:7]=1.[N:19]1([C:25]2[CH:34]=[CH:33][C:28]3[O:29][CH2:30][CH2:31][O:32][C:27]=3[CH:26]=2)[CH2:24][CH2:23][NH:22][CH2:21][CH2:20]1>C(#N)C>[CH3:18][O:17][C:15]([C:12]1[CH:13]=[C:14]2[C:9](=[CH:10][CH:11]=1)[NH:8][CH:7]=[C:6]2[CH2:5][CH2:4][CH2:3][CH2:2][N:22]1[CH2:23][CH2:24][N:19]([C:25]2[CH:34]=[CH:33][C:28]3[O:29][CH2:30][CH2:31][O:32][C:27]=3[CH:26]=2)[CH2:20][CH2:21]1)=[O:16]. Run in C(C)#N (acetonitrile). Reported procedure: A solution of 3.6 g of 3-(4-chlorobutyl)-5-methoxycarbonylindole [obtainable by reaction of 5-methoxycarbonylindole with 4-chlorobutyryl chloride to give 3-(4-chlorobutyryl)-5-methoxy indole and subsequent reduction with diborane to give 3-(4-chlorobutyl)-5-methoxycarbonylindole] and 3.4 g of 6-piperazino-1,4-benzodioxane ("A") in 200 ml of acetonitrile is stirred at room temperature for 14 hours and worked up in the conventional manner to give 6-[4-(4-(5-methoxycarbonyl indol-3-yl)butyl)piperaz... The product is COC(=O)C=1C=C2C(=CNC2=CC1)CCCCN1CCN(CC1)C1=CC2=C(OCCO2)C=C1 (6-[4-(4-(5-methoxycarbonyl indol-3-yl)butyl)piperazino]-1,4-benzodioxane), dihydrochloride. Reactants: ClCCCCC1=CNC2=CC=C(C=C12)C(=O)OC (3-(4-chlorobutyl)-5-methoxycarbonylindole), N1(CCNCC1)C1=CC2=C(OCCO2)C=C1 (6-piperazino-1,4-benzodioxane).